From a dataset of the Open Reaction Database (ORD), a public repository of structured organic reaction records. describe an organic reaction: reactants, conditions, products, and yield Yields the product CC1=C(C=CC=C1[N+](=O)[O-])N2CCN(CC2)C(=O)C. Procedure: 1-bromo-2-methyl-3-nitrobenzene (500 mg, 2.31 mmol), (9,9-dimethyl-9H-xanthene-4,5-diyl)bis(diphenylphosphine) (201 mg, 0.35 mmol) and cesium carbonate (1131 mg, 3.47 mmol) and diacetoxypalladium (52.0 mg, 0.23 mmol) were dissolved in toluene (10 mL) and sealed into a microwave tube degazed and purged with argon. The reaction was heated to 100 °C, over a period of 12 hours.  The reaction mixture was cooled down to room temperature, filtered and the residue was evaporated. The crude product was p... Run at temperature 100 celsius. Solvent: CC1=CC=CC=C1. Isolated yield 98.5%. The reagents and catalysts are C(=O)([O-])[O-].[Cs+].[Cs+], CC1(C2=C(C(=CC=C2)P(C3=CC=CC=C3)C4=CC=CC=C4)OC5=C1C=CC=C5P(C6=CC=CC=C6)C7=CC=CC=C7)C, CC(=O)O.CC(=O)O.[Pd]. Reactants: CC(=O)N1CCNCC1, CC1=C(C=CC=C1Br)[N+](=O)[O-]. Reactants: NC=1C=C(C=CC1)C1=NN2C(C=CC(=C2)OC)=C1C1=NC(=NC=C1)NC1=CC(=CC=C1)OCCN(C)C (4-[2-(3-Aminophenyl)-6-(methyloxy)pyrazolo[1,5-a]pyridin-3-yl]-N-(3-{[2-(dimethylamino)ethyl]oxy}phenyl)-2-pyrimidinamine), C1(=CC=CC=C1)/C=C/CCl ((2E)-3-phenyl-2-propenyl chloride), C1CCOC1 (THF). The reagents and catalysts are TEA. Run at time 1 hour. The yield is 45.0%. Reported procedure: 4-[2-(3-Aminophenyl)-6-(methyloxy)pyrazolo[1,5-a]pyridin-3-yl]-N-(3-{[2-(dimethylamino)ethyl]oxy}phenyl)-2-pyrimidinamine (97 mg, 0.20 mmol) and (2E)-3-phenyl-2-propenyl chloride (40 mg, 0.24 mmol) were combined in THF (2 mL) and stirred for 1 h. The mixture was diluted with DCM and TEA (2 drops), absorbed onto silica gel, and purified by silica gel chromatography to afford the title compound as a yellow solid (56 mg, 45%). 1H NMR (400 MHz, DMSO-d6) δ 10.34 (s, 1H), 9.55 (s, 1H), 8.57 (d, J=2.0 ... The solvent is C(Cl)Cl (DCM). The product is CN(CCOC=1C=C(C=CC1)NC1=NC=CC(=N1)C=1C(=NN2C1C=CC(=C2)OC)C=2C=C(C=CC2)NC(=O)C2(CC2)C2=CC=CC=C2)C (N-{3-[3-{2-[(3-{[2-(Dimethylamino)ethyl]oxy}phenyl)amino]-4-pyrimidinyl}-6-(methyloxy)pyrazolo[1,5-a]pyridin-2-yl]phenyl}-1-phenylcyclopropanecarboxamide). As a reaction SMILES: [NH2:1][C:2]1[CH:3]=[C:4]([C:8]2[C:18]([C:19]3[CH:24]=[CH:23][N:22]=[C:21]([NH:25][C:26]4[CH:31]=[CH:30][CH:29]=[C:28]([O:32][CH2:33][CH2:34][N:35]([CH3:37])[CH3:36])[CH:27]=4)[N:20]=3)=[C:11]3[CH:12]=[CH:13][C:14]([O:16][CH3:17])=[CH:15][N:10]3[N:9]=2)[CH:5]=[CH:6][CH:7]=1.[C:38]1(/[CH:44]=[CH:45]/[CH2:46]Cl)[CH:43]=[CH:42][CH:41]=[CH:40][CH:39]=1.C1C[O:51][CH2:50]C1>C(Cl)Cl>[CH3:37][N:35]([CH3:36])[CH2:34][CH2:33][O:32][C:28]1[CH:27]=[C:26]([NH:25][C:21]2[N:20]=[C:19]([C:18]3[C:8]([C:4]4[CH:3]=[C:2]([NH:1][C:50]([C:44]5([C:38]6[CH:43]=[CH:42][CH:41]=[CH:40][CH:39]=6)[CH2:46][CH2:45]5)=[O:51])[CH:7]=[CH:6][CH:5]=4)=[N:9][N:10]4[CH:15]=[C:14]([O:16][CH3:17])[CH:13]=[CH:12][C:11]=34)[CH:24]=[CH:23][N:22]=2)[CH:31]=[CH:30][CH:29]=1. Starting materials: [Si](C1=CC=CC=C1)(C1=CC=CC=C1)(C(C)(C)C)OCCC1=CC=C(C=C1)[N+](=O)[O-] (4-[2-(tert-butyldiphenylsilyloxy)ethyl]nitrobenzene). The reagents and catalysts are [Pd] (palladium on carbon). Run in CO (methanol). Run at time 2 hour. Yields the product [Si](C1=CC=CC=C1)(C1=CC=CC=C1)(C(C)(C)C)OCCC1=CC=C(C=C1)N (4-[2-(tert-butyldiphenylsilyloxy)ethyl]phenylamine). Yield: 94.9%. RXN SMILES: [Si:1]([O:18][CH2:19][CH2:20][C:21]1[CH:26]=[CH:25][C:24]([N+:27]([O-])=O)=[CH:23][CH:22]=1)([C:14]([CH3:17])([CH3:16])[CH3:15])([C:8]1[CH:13]=[CH:12][CH:11]=[CH:10][CH:9]=1)[C:2]1[CH:7]=[CH:6][CH:5]=[CH:4][CH:3]=1>CO.[Pd]>[Si:1]([O:18][CH2:19][CH2:20][C:21]1[CH:26]=[CH:25][C:24]([NH2:27])=[CH:23][CH:22]=1)([C:14]([CH3:16])([CH3:17])[CH3:15])([C:8]1[CH:13]=[CH:12][CH:11]=[CH:10][CH:9]=1)[C:2]1[CH:3]=[CH:4][CH:5]=[CH:6][CH:7]=1. Reported procedure: A solution of 6.5 g (16 mmol) 4-[2-(tert-butyldiphenylsilyloxy)ethyl]nitrobenzene in methanol (30 ml) containing 750 mg of 10% palladium on carbon was hydrogenated at room temperature and atmospheric pressure for 2 hours. The catalyst was removed by filtration and the solvent evaporated to give 5.7 g of 4-[2-(tert-butyldiphenylsilyloxy)ethyl]phenylamine as a colorless liquid. [Mass spectrum (ESI) MH+ =376]. Starting materials: FC(C(=O)O)(F)F.CC1=C(C=CC(=C1)C1=NN=CN1C1OCCCC1)C1=CN=C2C(=N1)NC1(C(N2)=O)CC1 (7′-(2-Methyl-4-(4-(tetrahydro-2H-pyran-2-yl)-4H-1,2,4-triazol-3-yl)phenyl)-1′H-spiro[cyclopropane-1,2′-pyrazino[2,3-b]pyrazin]-3′(4′H)-one trifluoroacetate), CC=1C=C(C=CC1B1OC(C(O1)(C)C)(C)C)C1=NN=CN1C1OCCCC1 (3-(3-Methyl-4-(4,4,5,5-tetramethyl-1,3,2-dioxaborolan-2-yl)phenyl)-4-(tetrahydro-2H-pyran-2-yl)-4H-1,2,4-triazole), BrC1=CN=C2C(=N1)NC1(C(N2)=O)CC1 (7′-bromo-1′H-spiro[cyclopropane-1,2′-pyrazino[2,3-b]pyrazin]-3′(4′H)-one), ClCCl (dichloromethane), C([O-])([O-])=O.[Na+].[Na+] (sodium carbonate). Reagents/catalysts: C1=CC=C(C=C1)P([C-]2C=CC=C2)C3=CC=CC=C3.C1=CC=C(C=C1)P([C-]2C=CC=C2)C3=CC=CC=C3.Cl[Pd]Cl.[Fe+2] ([1,1′-bis(diphenylphosphino)-ferrocene]dichloropalladium(II)). Run in C(C)(C)O (isopropanol), O1CCOCC1 (1,4-dioxane). Reaction conditions: temperature 100 celsius. Yields the product CC1=C(C=CC(=C1)C1=NN=CN1)C1=CN=C2C(=N1)NC1(C(N2)=O)CC1 (7′-(2-Methyl-4-(4H-1,2,4-triazol-3-yl)phenyl)-1′H-spiro[cyclopropane-1,2′-pyrazino[2,3-b]pyrazin]-3′(4′H)-one). The yield is 38.0%. As a reaction SMILES: FC(F)(F)C(O)=O.[CH3:8][C:9]1[CH:14]=[C:13]([C:15]2[N:19](C3CCCCO3)[CH:18]=[N:17][N:16]=2)[CH:12]=[CH:11][C:10]=1[C:26]1[N:31]=[C:30]2[NH:32][C:33]3([CH2:38][CH2:37]3)[C:34](=[O:36])[NH:35][C:29]2=[N:28][CH:27]=1.CC1C=C(C2N(C3CCCCO3)C=NN=2)C=CC=1B1OC(C)(C)C(C)(C)O1.BrC1N=C2NC3(CC3)C(=O)NC2=NC=1.ClCCl.C(=O)([O-])[O-].[Na+].[Na+]>C1C=CC(P(C2C=CC=CC=2)[C-]2C=CC=C2)=CC=1.C1C=CC(P(C2C=CC=CC=2)[C-]2C=CC=C2)=CC=1.Cl[Pd]Cl.[Fe+2].C(O)(C)C.O1CCOCC1>[CH3:8][C:9]1[CH:14]=[C:13]([C:15]2[NH:19][CH:18]=[N:17][N:16]=2)[CH:12]=[CH:11][C:10]=1[C:26]1[N:31]=[C:30]2[NH:32][C:33]3([CH2:37][CH2:38]3)[C:34](=[O:36])[NH:35][C:29]2=[N:28][CH:27]=1 |f:0.1,5.6.7,8.9.10.11|. Procedure details: 7′-(2-Methyl-4-(4-(tetrahydro-2H-pyran-2-yl)-4H-1,2,4-triazol-3-yl)phenyl)-1′H-spiro[cyclopropane-1,2′-pyrazino[2,3-b]pyrazin]-3′(4′H)-one trifluoroacetate. 3-(3-Methyl-4-(4,4,5,5-tetramethyl-1,3,2-dioxaborolan-2-yl)phenyl)-4-(tetrahydro-2H-pyran-2-yl)-4H-1,2,4-triazole (See Example 2.C) (0.201 g, 0.545 mmol), 7′-bromo-1′H-spiro[cyclopropane-1,2′-pyrazino[2,3-b]pyrazin]-3′(4′H)-one (0.139 g, 0.545 mmol), [1,1′-bis(diphenylphosphino)-ferrocene]dichloropalladium(II), complex with dichloromethane (...